This data is from the Open Reaction Database (ORD), a public repository of structured organic reaction records. The task is: describe an organic reaction: reactants, conditions, products, and yield Starting materials: ClC1=NC(=C2N=CN(C2=N1)C(C)C)Cl (2,6-dichloro-9-(2-propyl)purine), C1(CC1)CN (cyclopropylmethylamine). Solvent: C(C)N(CC)CC (triethylamine). The product is ClC1=NC(=C2N=CN(C2=N1)C(C)C)NCC1CC1 (2-Chloro-6-[(cyclopropyl)methylamino]-9-(2-propyl)purine). RXN SMILES: [Cl:1][C:2]1[N:10]=[C:9]2[C:5]([N:6]=[CH:7][N:8]2[CH:11]([CH3:13])[CH3:12])=[C:4](Cl)[N:3]=1.[CH:15]1([CH2:18][NH2:19])[CH2:17][CH2:16]1>C(N(CC)CC)C>[Cl:1][C:2]1[N:10]=[C:9]2[C:5]([N:6]=[CH:7][N:8]2[CH:11]([CH3:13])[CH3:12])=[C:4]([NH:19][CH2:18][CH:15]2[CH2:17][CH2:16]2)[N:3]=1. Procedure details: 2-Chloro-6-[(cyclopropyl)methylamino]-9-(2-propyl)purine is prepared from 2,6-dichloro-9-(2-propyl)purine (See Example 15 for preparation), cyclopropylmethylamine, and triethylamine essentially as described above in Example 1, Scheme A, step b. Reactants: CN(C)C=O, COC(=O)CCl, [Na], O, O=S(O)c1ccccc1, COC(=O)CS(=O)(=O)c1ccccc1. Product: O=C(O)CS(=O)(=O)c1ccccc1. As a reaction SMILES: [CH3:32][N:33]([CH3:34])[CH:35]=[O:36].[Cl:1][CH2:2][C:3]([O:4][CH3:5])=[O:6].[Na:16].[OH2:31].[OH:7][S:8]([c:9]1[cH:10][cH:11][cH:12][cH:13][cH:14]1)=[O:15].[c:17]1([S:23](=[O:24])(=[O:25])[CH2:26][C:27](=[O:28])[O:29][CH3:30])[cH:18][cH:19][cH:20][cH:21][cH:22]1>>[c:17]1([S:23](=[O:24])(=[O:25])[CH2:26][C:27](=[O:28])[OH:29])[cH:18][cH:19][cH:20][cH:21][cH:22]1. The reactants are CN[C@@H]1[C@]2(C)[C@@H](C[C@H]1O)[C@@H]1CCC=3C=C(C=CC3[C@H]1CC2)O (17β-Methylamino-oestra-1,3,5(10)-triene-3,16α-diol), C(\C=C/C(=O)O)(=O)O (maleic acid). Solvent: ClCCl (dichloromethane), CO (methanol). Product: C(\C=C/C(=O)O)(=O)O.CN([C@@H]1[C@]2(C)[C@@H](C[C@H]1O)[C@@H]1CCC=3C=C(C=CC3[C@H]1CC2)O)C (17β-dimethylamino-oestra-1,3,5(10)-triene-3,16α-diol (Z)-2-butenedioate). As a reaction SMILES: [CH3:1][NH:2][C@H:3]1[C@H:8]([OH:9])[CH2:7][C@H:6]2[C@H:10]3[C@H:19]([CH2:20][CH2:21][C@:4]12[CH3:5])[C:18]1[CH:17]=[CH:16][C:15]([OH:22])=[CH:14][C:13]=1[CH2:12][CH2:11]3.[C:23]([OH:30])(=[O:29])/[CH:24]=[CH:25]\[C:26]([OH:28])=[O:27]>ClCCl.CO>[C:23]([OH:30])(=[O:29])/[CH:24]=[CH:25]\[C:26]([OH:28])=[O:27].[CH3:1][N:2]([CH3:23])[C@H:3]1[C@H:8]([OH:9])[CH2:7][C@H:6]2[C@H:10]3[C@H:19]([CH2:20][CH2:21][C@:4]12[CH3:5])[C:18]1[CH:17]=[CH:16][C:15]([OH:22])=[CH:14][C:13]=1[CH2:12][CH2:11]3 |f:4.5|. Reported procedure: 17β-Methylamino-oestra-1,3,5(10)-triene-3,16α-diol (1.7 g) was dissolved in dichloromethane (17 ml) and a solution of maleic acid (0.63 g) in methanol (6.3 ml) was added. The resulting solution was evaporated to low volume and acetone was added to give pure 17β-dimethylamino-oestra-1,3,5(10)-triene-3,16α-diol (Z)-2-butenedioate (1:1) (salt) as prisms (1.76 g; 75.5%), m.p. 188°-194° C., [α]D +36.1° (c 0.98 in MeOH). The reactants are C(C)(=O)O (acetic acid), CC(C)(C)C=1C=C(CN)C=C(C1OCOC)C(C)(C)C (3,5-Bis(1,1-dimethylethyl)-4-(methoxymethoxy) benzylamine), C1(=CC=CC=C1)NC(=O)N (N-phenylurea). Run in C1(=CC=CC=C1)C (toluene). Yields the product above-titled compound, CC(C)(C)C=1C=C(C=C(C1OCOC)C(C)(C)C)CNC(=O)NC1=CC=CC=C1 (N-[[3,5-bis-(1,1-dimethylethyl)-4-(methoxymethoxy)phenyl]methyl]-N'-phenylurea). The yield is 9148.0%. RXN SMILES: [CH3:1][C:2]([C:5]1[CH:6]=[C:7]([CH:10]=[C:11]([C:17]([CH3:20])([CH3:19])[CH3:18])[C:12]=1[O:13][CH2:14][O:15][CH3:16])[CH2:8][NH2:9])([CH3:4])[CH3:3].[C:21]1([NH:27][C:28](N)=[O:29])[CH:26]=[CH:25][CH:24]=[CH:23][CH:22]=1.C(O)(=O)C>C1(C)C=CC=CC=1>[CH3:4][C:2]([C:5]1[CH:6]=[C:7]([CH2:8][NH:9][C:28]([NH:27][C:21]2[CH:26]=[CH:25][CH:24]=[CH:23][CH:22]=2)=[O:29])[CH:10]=[C:11]([C:17]([CH3:20])([CH3:19])[CH3:18])[C:12]=1[O:13][CH2:14][O:15][CH3:16])([CH3:1])[CH3:3]. Reported procedure: The above-titled compound was prepared substantially in accordance with the procedure described in Example 6A using 5.4 g (19.2 mmol) of 3,5-Bis(1,1-dimethylethyl)-4-(methoxymethoxy) benzylamine (prepared substantially in accordance with the procedures described in Example 1), 2.61 g (19.2 mmol) of N-phenylurea, 0.96 g (16 mmol) of acetic acid and 160 ml of toluene. Such reaction provided 700 g of N-[[3,5-bis-(1,1-dimethylethyl)-4-(methoxymethoxy)phenyl]methyl]-N'-phenylurea. (m.p. 168°-170° C.)... Reported procedure: In a test tube containing of 4-Chloro-2-{1-[4-(4-methoxy-benzenesulfonyl)-piperazin-1-yl]-ethyl}-quinazoline (38.0 mg, 0.089 mmol) in THF (2 ml) was added MeOH (280.0 mg, 8.9 mmol). The reaction was heated at 60° C. for 0.5 hour. The solution was concentrated under reduced pressure. The residue was partitioned between water (2 ml) and dichloromethane (5 ml). The organic layer was dried over magnesium sulfate, filtered and concentrated under reduced pressure. The solvent was removed under vacuum.... Product: COC1=NC(=NC2=CC=CC=C12)C(C)N1CCN(CC1)S(=O)(=O)C1=CC=C(C=C1)OC (4-Methoxy-2-{1-[4-(4-methoxy-benzenesulfonyl)-piperazin-1-yl]-ethyl}-quinazoline). The yield is 11.2%. Reaction conditions: temperature 60 celsius. Reactants: ClC1=NC(=NC2=CC=CC=C12)C(C)N1CCN(CC1)S(=O)(=O)C1=CC=C(C=C1)OC (4-Chloro-2-{1-[4-(4-methoxy-benzenesulfonyl)-piperazin-1-yl]-ethyl}-quinazoline), CO (MeOH). Run in C1CCOC1 (THF). As a reaction SMILES: Cl[C:2]1[C:11]2[C:6](=[CH:7][CH:8]=[CH:9][CH:10]=2)[N:5]=[C:4]([CH:12]([N:14]2[CH2:19][CH2:18][N:17]([S:20]([C:23]3[CH:28]=[CH:27][C:26]([O:29][CH3:30])=[CH:25][CH:24]=3)(=[O:22])=[O:21])[CH2:16][CH2:15]2)[CH3:13])[N:3]=1.[CH3:31][OH:32]>C1COCC1>[CH3:31][O:32][C:2]1[C:11]2[C:6](=[CH:7][CH:8]=[CH:9][CH:10]=2)[N:5]=[C:4]([CH:12]([N:14]2[CH2:19][CH2:18][N:17]([S:20]([C:23]3[CH:28]=[CH:27][C:26]([O:29][CH3:30])=[CH:25][CH:24]=3)(=[O:22])=[O:21])[CH2:16][CH2:15]2)[CH3:13])[N:3]=1. Reactants: Nc1nccc(Oc2cc(F)ccc2F)c1I, [Na+], [Na+], O=C([O-])O, [OH-], O=[N+]([O-])O, O=S(=O)(O)O. Product: Nc1nccc(Oc2cc(F)c([N+](=O)[O-])cc2F)c1I. RXN SMILES: [F:1][c:2]1[c:3]([O:4][c:5]2[c:6]([I:12])[c:7]([NH2:11])[n:8][cH:9][cH:10]2)[cH:13][c:14]([F:17])[cH:15][cH:16]1.[Na+:23].[Na+:28].[O-:24][C:25]([OH:26])=[O:27].[OH-:22].[OH:18][N+:19]([O-:20])=[O:21].[S:29](=[O:30])(=[O:31])([OH:32])[OH:33]>>[F:1][c:2]1[c:3]([O:4][c:5]2[c:6]([I:12])[c:7]([NH2:11])[n:8][cH:9][cH:10]2)[cH:13][c:14]([F:17])[c:15]([N+:19](=[O:18])[O-:20])[cH:16]1. Starting materials: C(C)(C)(C)OC(=O)NC1=C(C=CC=C1)B(O)O (2-(tert-butoxycarbonylamino)phenylboronic acid), ClC=1C(=NC=C(C1)C(=C)C)C#N (3-chloro-5-(prop-1-en-2-yl)picolinonitrile), tetrakis(triphenyl-phosphine)palladium, C([O-])([O-])=O.[Na+].[Na+] (sodium carbonate). The solvent is C1(=CC=CC=C1)C.C(C)O (toluene ethanol), CO (methanol). Yields the product C=C(C)C=1C=NC2=C(N=C3C(=C2C1)C=CC=C3)N (2-(prop-1-en-2-yl)benzo[f][1,7]naphthyridin-5-amine). RXN SMILES: C(OC([NH:8][C:9]1[CH:14]=[CH:13][CH:12]=[CH:11][C:10]=1B(O)O)=O)(C)(C)C.Cl[C:19]1[C:20]([C:28]#[N:29])=[N:21][CH:22]=[C:23]([C:25]([CH3:27])=[CH2:26])[CH:24]=1.C(=O)([O-])[O-].[Na+].[Na+]>C1(C)C=CC=CC=1.C(O)C.CO>[CH2:26]=[C:25]([C:23]1[CH:22]=[N:21][C:20]2[C:19]([CH:24]=1)=[C:10]1[CH:11]=[CH:12][CH:13]=[CH:14][C:9]1=[N:8][C:28]=2[NH2:29])[CH3:27] |f:2.3.4,5.6|. Procedure: A solution of 2-(tert-butoxycarbonylamino)phenylboronic acid (1.0 eq.) and 3-chloro-5-(prop-1-en-2-yl)picolinonitrile (from step 1) (1.0 eq.), tetrakis(triphenyl-phosphine)palladium (5 mol %), and 2N aqueous sodium carbonate solution (2.0 eq.) in toluene/ethanol (2:1, 0.03 M) was stirred at 100° C. overnight. After cooling to ambient temperature, the reaction content was diluted with methanol. The insoluble solids were filtered off, and the filtrate was concentrated en vacuo to obtain a crude re... Starting materials: C=CCN, ClCCl, NS(=O)(=O)c1ncccc1F. Product: C=CCNc1cccnc1S(N)(=O)=O. Reaction SMILES: [CH2:12]([CH:13]=[CH2:14])[NH2:15].[CH2:16]([Cl:17])[Cl:18].[F:1][c:2]1[c:3]([S:8](=[O:9])(=[O:10])[NH2:11])[n:4][cH:5][cH:6][cH:7]1>>[c:2]1([NH:15][CH2:12][CH:13]=[CH2:14])[c:3]([S:8](=[O:9])(=[O:10])[NH2:11])[n:4][cH:5][cH:6][cH:7]1.